Dataset: the Open Reaction Database (ORD), a public repository of structured organic reaction records. Task: describe an organic reaction: reactants, conditions, products, and yield The reactants are ClC=1C=C(C=CC1Cl)C1=NC=2C(=NC=CC2)N1CC(=O)O (2-(3,4-dichlorophenyl)-3H-imidazo[4,5-b]pyridine-3-acetic acid), C(=O)(N1C=NC=C1)N1C=NC=C1 (1,1'-carbonyldiimidazole), CNN(NC)CC (N,N-Dimethylaminoethylamine). Solvent: CC(=O)C (acetone), O1CCCC1 (tetrahydrofuran). Run at time 2 hour. The product is Cl.ClC=1C=C(C=CC1Cl)C1=NC=2C(=NC=CC2)N1CC(=O)NCCN(C)C (2-(3,4-Dichlorophenyl)-N-[2-(dimethylamino)ethyl]-3H-imidazo[4,5-b]pyridine-3-acetamide hydrochloride). Isolated yield 80.6%. Reaction SMILES: [Cl:1][C:2]1[CH:3]=[C:4]([C:9]2[N:17]([CH2:18][C:19]([OH:21])=O)[C:12]3=[N:13][CH:14]=[CH:15][CH:16]=[C:11]3[N:10]=2)[CH:5]=[CH:6][C:7]=1[Cl:8].[C:22](N1C=CN=C1)([N:24]1[CH:28]=[CH:27][N:26]=[CH:25]1)=O.CNN(CC)NC>O1CCCC1.CC(C)=O>[ClH:1].[Cl:1][C:2]1[CH:3]=[C:4]([C:9]2[N:17]([CH2:18][C:19]([NH:26][CH2:27][CH2:28][N:24]([CH3:25])[CH3:22])=[O:21])[C:12]3=[N:13][CH:14]=[CH:15][CH:16]=[C:11]3[N:10]=2)[CH:5]=[CH:6][C:7]=1[Cl:8] |f:5.6|. Procedure details: Under nitrogen bubbling, a mixture of 2-(3,4-dichlorophenyl)-3H-imidazo[4,5-b]pyridine-3-acetic acid (3.5 g, 0.011 mole) and 1,1'-carbonyldiimidazole (1.95 g, 0.011 mole) in 150 ml of tetrahydrofuran was stirred at room temperature for 2 hrs, then heated at 60°-65° C. for 2 hrs. N,N-Dimethylaminoethylamine (1.06 g, 0.012 mole) was added and the reaction mixture was allowed to stir at room temperature. The reaction mixture was filtered and the filtrate was evaporated to dryness, then placed under... Starting materials: OCC(=O)C1=CC=CC=C1 (2-hydroxyacetophenone), N1(CCCC1)C1=NC=C(C=O)C=C1 (6-(pyrrolidin-1-yl)nicotinaldehyde), O([Na])C (NaOCH3). Run in C1CCOC1 (THF). Yields the product C1(=CC=CC=C1)C=CC(=O)C1=CC=CC=C1 (chalcone). Isolated yield 65.0%. Reaction SMILES: O[CH2:2][C:3]([C:5]1[CH:10]=[CH:9][CH:8]=[CH:7][CH:6]=1)=[O:4].N1([C:16]2[CH:23]=[CH:22][C:19]([CH:20]=O)=[CH:18]N=2)CCCC1.O([CH3:26])[Na]>C1COCC1>[C:19]1([CH:20]=[CH:2][C:3]([C:5]2[CH:10]=[CH:9][CH:8]=[CH:7][CH:6]=2)=[O:4])[CH:18]=[CH:26][CH:16]=[CH:23][CH:22]=1. Reported procedure: 1.85 g (13.6 mmol) of 2-hydroxyacetophenone, 2.0 g of 6-(pyrrolidin-1-yl)nicotinaldehyde (1.34 mmol), and 10 ml of 25% NaOCH3 were reacted in 50 ml of dry THF to give 2.2 g (65%) of chalcone after purification. 1H NMR (300 MHz, CDCl3): δ 13.13 (bs, 1H), 8.34 (d, J=2.4 Hz, 1H), 7.85 (d, J=15.3 Hz, 1H), 7.84 (d, J=1.5 Hz, 1H), 7.74 (d, d, J=2.4, 9.0 Hz, 1H), 7.43 (d, d, d, J=1.5, 7.2, 8.4 Hz, 1H), 7.37 (d, J=15.3 Hz, 1H), 6.98 (d, d, J=0.9, 8.4 Hz, 1H), 6.89 (d, d, d, J=0.9, 7.2, 8.1 Hz, 1H), 6.37... Reactants: O[C@@]1([C@@H]2[C@]3(CCC(C=C3CC[C@H]2[C@@H]2CCC([C@@]2(C)C1)=O)=O)C)C (11β-hydroxy-11α-methylandrost-4-ene-3,17-dione), ice water, [OH-].[Na+] (sodium hydroxide). Run in C(=O)O (formic acid). Run at time 6 hour. The product is C=C1[C@@H]2[C@]3(CCC(C=C3CC[C@H]2[C@@H]2CCC([C@@]2(C)C1)=O)=O)C (11-methyleneandrost-4-ene-3,17-dione). Yield: 58.9%. RXN SMILES: O[C@@:2]1([CH3:23])[CH2:19][C@@:17]2([CH3:18])[C@@H:13]([CH2:14][CH2:15][C:16]2=[O:20])[C@H:12]2[C@H:3]1[C@:4]1([CH3:22])[C:9]([CH2:10][CH2:11]2)=[CH:8][C:7](=[O:21])[CH2:6][CH2:5]1.[OH-].[Na+]>C(O)=O>[CH2:23]=[C:2]1[CH2:19][C@@:17]2([CH3:18])[C@@H:13]([CH2:14][CH2:15][C:16]2=[O:20])[C@H:12]2[C@H:3]1[C@:4]1([CH3:22])[C:9]([CH2:10][CH2:11]2)=[CH:8][C:7](=[O:21])[CH2:6][CH2:5]1 |f:1.2|. Procedure: 9 g of 11β-hydroxy-11α-methylandrost-4-ene-3,17-dione is allowed to react with 100 ml of concentrated formic acid at 50° C. After 6 hours, the solution is stirred into ice/water that contains sodium hydroxide. The precipitated product is suctioned off, washed with water, dissolved in ethyl acetate, dried, and concentrated under vacuum. The crude product is chromatographed on silica gel with a methylene chloride-ethyl acetate gradient, thus obtaining 5 g of 11-methyleneandrost-4-ene-3,17-dione, m... Starting materials: C(C)(C)(C)OC(=O)N1CCC(CC1)CN1CC(C2=CC=C(C=C12)N)(C)C (4-(6-amino-3,3-dimethyl-2,3-dihydro-indol-1-ylmethyl)-piperidine-1-carboxylic acid tert-butyl ester), ClC(=O)OC1=CC=C(C=C1)[N+](=O)[O-] (4-nitrophenyl chloroformate), COC(C(C)(NCC1=CC=NC2=CC=CC=C12)C)=O (2-methyl-2-[(quinolin-4-ylmethyl)-amino]-propionic acid methyl ester). The solvent is O1CCCC1 (tetrahydrofuran). Conditions: time 2 hour. Yields the product C(C)(C)(C)OC(=O)N1CCC(CC1)CN1CC(C2=CC=C(C=C12)N1C(N(C(C1=O)(C)C)CC1=CC=NC2=CC=CC=C12)=O)(C)C (4-[6-(4,4-Dimethyl-2,5-dioxo-3-quinolin-4-ylmethyl-imidazolidin-1-yl)-3,3-dimethyl-2,3-dihydro-indol-1-ylmethyl]-piperidine-1-carboxylic acid tert-butyl ester). RXN SMILES: [C:1]([O:5][C:6]([N:8]1[CH2:13][CH2:12][CH:11]([CH2:14][N:15]2[C:23]3[C:18](=[CH:19][CH:20]=[C:21]([NH2:24])[CH:22]=3)[C:17]([CH3:26])([CH3:25])[CH2:16]2)[CH2:10][CH2:9]1)=[O:7])([CH3:4])([CH3:3])[CH3:2].Cl[C:28](OC1C=CC([N+]([O-])=O)=CC=1)=[O:29].CO[C:42](=[O:58])[C:43]([CH3:57])([NH:45][CH2:46][C:47]1[C:56]2[C:51](=[CH:52][CH:53]=[CH:54][CH:55]=2)[N:50]=[CH:49][CH:48]=1)[CH3:44]>O1CCCC1>[C:1]([O:5][C:6]([N:8]1[CH2:13][CH2:12][CH:11]([CH2:14][N:15]2[C:23]3[C:18](=[CH:19][CH:20]=[C:21]([N:24]4[C:42](=[O:58])[C:43]([CH3:44])([CH3:57])[N:45]([CH2:46][C:47]5[C:56]6[C:51](=[CH:52][CH:53]=[CH:54][CH:55]=6)[N:50]=[CH:49][CH:48]=5)[C:28]4=[O:29])[CH:22]=3)[C:17]([CH3:26])([CH3:25])[CH2:16]2)[CH2:10][CH2:9]1)=[O:7])([CH3:4])([CH3:2])[CH3:3]. Procedure details: To a solution of 50 mg 4-(6-amino-3,3-dimethyl-2,3-dihydro-indol-1-ylmethyl)-piperidine-1-carboxylic acid tert-butyl ester in 5 ml tetrahydrofuran 0.05 ml ethyl-diisopropylamine and 28 mg 4-nitrophenyl chloroformate were added and the mixture was stirred for 2 hours at room temperature. Afterwards 36 mg 2-methyl-2-[(quinolin-4-ylmethyl)-amino]-propionic acid methyl ester were added to the reaction mixture. After 16 hours stirring at room temperature the solvent was removed under reduced pressure... Reactants: BrC1=C2C3(C(N(C2=CC=C1)C)=O)COC1=CC2=C(OCCO2)C=C13 (4′-bromo-1′-methyl-2,3-dihydrospiro[furo[2,3-g][1,4]benzodioxine-8,3′-indol]-2′(1′H)-one), OC1=NC=CC=C1 (2-hydroxypyridine), C([O-])([O-])=O.[K+].[K+] (potassium carbonate), OC=1C=CC=C2C=CC=NC12 (8-hydroxyquinoline). The reagents and catalysts are [Cu]I (copper(I) iodide). Run in CS(=O)C (dimethyl sulfoxide), ClCCl (dichloromethane). Conditions: temperature 150 celsius. Product: CN1C(C2(C3=C(C=CC=C13)N1C(C=CC=C1)=O)COC1=CC3=C(OCCO3)C=C12)=O (1′-methyl-4′-(2-oxopyridin-1(2H)-yl)-2,3-dihydrospiro[furo[2,3-g][1,4]benzodioxine-8,3′-indol]-2′(1′H)-one). Yield: 1.9%. As a reaction SMILES: Br[C:2]1[CH:10]=[CH:9][CH:8]=[C:7]2[C:3]=1[C:4]1([C:24]3[C:15](=[CH:16][C:17]4[O:22][CH2:21][CH2:20][O:19][C:18]=4[CH:23]=3)[O:14][CH2:13]1)[C:5](=[O:12])[N:6]2[CH3:11].[OH:25][C:26]1[CH:31]=[CH:30][CH:29]=[CH:28][N:27]=1.C(=O)([O-])[O-].[K+].[K+].OC1C=CC=C2C=1N=CC=C2>CS(C)=O.ClCCl.[Cu]I>[CH3:11][N:6]1[C:7]2[C:3](=[C:2]([N:27]3[CH:28]=[CH:29][CH:30]=[CH:31][C:26]3=[O:25])[CH:10]=[CH:9][CH:8]=2)[C:4]2([C:24]3[C:15](=[CH:16][C:17]4[O:22][CH2:21][CH2:20][O:19][C:18]=4[CH:23]=3)[O:14][CH2:13]2)[C:5]1=[O:12] |f:2.3.4|. Procedure: To a degassed solution of 4′-bromo-1′-methyl-2,3-dihydrospiro[furo[2,3-g][1,4]benzodioxine-8,3′-indol]-2′(1′H)-one (1.00 g, 2.57 mmol), 2-hydroxypyridine (0.49 g, 5.2 mmol), potassium carbonate (1.10 g, 7.95 mmol) and 8-hydroxyquinoline (0.15 g, 1.04 mmol) in dimethyl sulfoxide (30 mL) was added copper(I) iodide (0.10 g, 0.52 mmol). The reaction mixture was heated at 150° C. for 72 h, allowed to cool to ambient temperature, diluted with dichloromethane, washed sequentially with 10% v/v ammonium ... Reactants: C(C)[SiH](CC)CC (triethylsilane), C(=O)(C(F)(F)F)O (TFA), C(C)OC1=C2C(=NC=N1)N(N=C2C2=NC(=CC=C2)F)C(C2=CC=CC=C2)(C2=CC=CC=C2)C2=CC=CC=C2 (4-ethoxy-3-(6-fluoro-2-pyridyl)-1-trityl-pyrazolo[3,4-d]pyrimidine), C(C(C)C)[C@@H]1N(CCNC1)C(=O)OC(C)(C)C ((S)-tert-butyl 2-isobutylpiperazine-1-carboxylate), CCN(C(C)C)C(C)C (DIPEA). Run in O (water), C(Cl)Cl (DCM), CS(=O)C (DMSO). Conditions: temperature 150 celsius, time 18 hour. Yields the product di-TFA, C(C)OC1=C2C(=NC=N1)NN=C2C2=NC(=CC=C2)N2CC(NCC2)CC(C)C (4-ethoxy-3-(6-(3-isobutylpiperazin-1-yl)pyridin-2-yl)-1H-pyrazolo[3,4-d]pyrimidine). Yield: 1.8%. Reaction SMILES: [CH2:1]([O:3][C:4]1[N:9]=[CH:8][N:7]=[C:6]2[N:10](C(C3C=CC=CC=3)(C3C=CC=CC=3)C3C=CC=CC=3)[N:11]=[C:12]([C:13]3[CH:18]=[CH:17][CH:16]=[C:15](F)[N:14]=3)[C:5]=12)[CH3:2].[CH2:39]([C@H:43]1[CH2:48][NH:47][CH2:46][CH2:45][N:44]1C(OC(C)(C)C)=O)[CH:40]([CH3:42])[CH3:41].CCN(C(C)C)C(C)C.C([SiH](CC)CC)C.C(O)(C(F)(F)F)=O>CS(C)=O.O.C(Cl)Cl>[CH2:1]([O:3][C:4]1[N:9]=[CH:8][N:7]=[C:6]2[NH:10][N:11]=[C:12]([C:13]3[CH:18]=[CH:17][CH:16]=[C:15]([N:47]4[CH2:46][CH2:45][NH:44][CH:43]([CH2:39][CH:40]([CH3:42])[CH3:41])[CH2:48]4)[N:14]=3)[C:5]=12)[CH3:2]. Reported procedure: 4-ethoxy-3-(6-fluoro-2-pyridyl)-1-trityl-pyrazolo[3,4-d]pyrimidine (139 mg, 0.27 mmol), (S)-tert-butyl 2-isobutylpiperazine-1-carboxylate (201.5 mg, 0.83 mmol) and DIPEA (214.9 mg, 289.6 μL, 1.66 mmol) were dissolved in DMSO (3.5 mL) and the reaction mixture was heated at 150° C. for 5 hours under microwave conditions. After this time, the reaction mixture was allowed to cool and DCM and water were added. The organic layer was separated dried (Na2SO4), filtered and concentrated in vacuo. The cru...